From a dataset of the Open Reaction Database (ORD), a public repository of structured organic reaction records. describe an organic reaction: reactants, conditions, products, and yield The reactants are C=C(C)c1scc2c1CN(C(=O)OC(C)(C)C)C2, CO, O=C[O-], [NH4+]. The product is CC(C)c1scc2c1CN(C(=O)OC(C)(C)C)C2. As a reaction SMILES: [CH2:5]=[C:6]([CH3:7])[c:8]1[s:9][cH:10][c:11]2[c:12]1[CH2:13][N:14]([C:16](=[O:17])[O:18][C:19]([CH3:20])([CH3:21])[CH3:22])[CH2:15]2.[CH3:23][OH:24].[CH:1]([O-:2])=[O:3].[NH4+:4]>>[CH3:5][CH:6]([CH3:7])[c:8]1[s:9][cH:10][c:11]2[c:12]1[CH2:13][N:14]([C:16](=[O:17])[O:18][C:19]([CH3:20])([CH3:21])[CH3:22])[CH2:15]2. Starting materials: IC1=C2/C(/C(NC2=CC=C1)=O)=C/C=1NC=CC1 ((Z)-1,3-dihydro-4-iodo-3-[(1H-pyrrol-2-yl)methylene]-2H-indol-2-one), IC1=C2/C(/C(NC2=CC=C1)=O)=C/C=1NC=CC1 ((Z)-1,3-dihydro-4-iodo-3-[(1H-pyrrol-2-yl)methylene]-2H-indol-2-one), C(=O)([O-])[O-].[Na+].[Na+] (Na2CO3), COC1=CC=C(C=C1)B(O)O (4-methoxyphenylboronic acid). Reagents/catalysts: C=1C=CC(=CC1)[P](C=2C=CC=CC2)(C=3C=CC=CC3)[Pd]([P](C=4C=CC=CC4)(C=5C=CC=CC5)C=6C=CC=CC6)([P](C=7C=CC=CC7)(C=8C=CC=CC8)C=9C=CC=CC9)[P](C=1C=CC=CC1)(C=1C=CC=CC1)C=1C=CC=CC1 ((Ph3P)4Pd). The solvent is COCCOC (1,2-dimethoxyethane). Conditions: temperature 100 celsius. Product: COC1=CC=C(C=C1)C1=C2/C(/C(NC2=CC=C1)=O)=C/C=1NC=CC1 ((Z)-1,3-dihydro-4-(4-methoxyphenyl)-3-[(1H-pyrrol-2-yl)methylene]-2H-indol-2-one). Yield: 94.7%. RXN SMILES: I[C:2]1[CH:10]=[CH:9][CH:8]=[C:7]2[C:3]=1/[C:4](=[CH:12]/[C:13]1[NH:14][CH:15]=[CH:16][CH:17]=1)/[C:5](=[O:11])[NH:6]2.C([O-])([O-])=O.[Na+].[Na+].[CH3:24][O:25][C:26]1[CH:31]=[CH:30][C:29](B(O)O)=[CH:28][CH:27]=1>C1C=CC([P]([Pd]([P](C2C=CC=CC=2)(C2C=CC=CC=2)C2C=CC=CC=2)([P](C2C=CC=CC=2)(C2C=CC=CC=2)C2C=CC=CC=2)[P](C2C=CC=CC=2)(C2C=CC=CC=2)C2C=CC=CC=2)(C2C=CC=CC=2)C2C=CC=CC=2)=CC=1.COCCOC>[CH3:24][O:25][C:26]1[CH:31]=[CH:30][C:29]([C:2]2[CH:10]=[CH:9][CH:8]=[C:7]3[C:3]=2/[C:4](=[CH:12]/[C:13]2[NH:14][CH:15]=[CH:16][CH:17]=2)/[C:5](=[O:11])[NH:6]3)=[CH:28][CH:27]=1 |f:1.2.3,^1:38,40,59,78|. Reported procedure: A solution of (Z)-1,3-dihydro-4-iodo-3-[(1H-pyrrol-2-yl)methylene]-2H-indol-2-one (100 mg, 0.298 mmol) (Starting Material 1), 2M aqueous Na2CO3 solution (342 μL, 0.684 mmol), (Ph3P)4Pd (17 mg, 0.015 mmol) (Aldrich), and 4-methoxyphenylboronic acid (52 mg, 0.342 mmol) (Aldrich) in 3 mL of a 2:1 mixture of 1,2-dimethoxyethane:distilled water was heated at 100° C. under a nitrogen atmosphere for 20 h. The reaction mixture was diluted with ethyl acetate, and the organic layer was washed with distill... Reactants: Cl (hydrochloric acid), C(C)(C)C1=NN2C(C=CC=C2)=C1C(C(CC(=O)OC)C1=CC=CC=C1)=O (Methyl 4-(2-isopropylpyrazolo[1,5-a]pyridine-3-yl)-3-phenyl-4-oxobutyrate), C(C)O (ethanol), [OH-].[Na+] (sodium hydroxide). The solvent is O (water). Conditions: time 1 hour. Product: C(C)(C)C1=NN2C(C=CC=C2)=C1C(C(CC(=O)O)C1=CC=CC=C1)=O (4-(2-Isopropylpyrazolo[1,5-a]pyridine-3-yl)-3-phenyl-4-oxobutyric acid). Yield: 98.9%. Reaction SMILES: [CH:1]([C:4]1[C:12]([C:13](=[O:26])[CH:14]([C:20]2[CH:25]=[CH:24][CH:23]=[CH:22][CH:21]=2)[CH2:15][C:16]([O:18]C)=[O:17])=[C:7]2[CH:8]=[CH:9][CH:10]=[CH:11][N:6]2[N:5]=1)([CH3:3])[CH3:2].C(O)C.[OH-].[Na+].Cl>O>[CH:1]([C:4]1[C:12]([C:13](=[O:26])[CH:14]([C:20]2[CH:21]=[CH:22][CH:23]=[CH:24][CH:25]=2)[CH2:15][C:16]([OH:18])=[O:17])=[C:7]2[CH:8]=[CH:9][CH:10]=[CH:11][N:6]2[N:5]=1)([CH3:3])[CH3:2] |f:2.3|. Procedure: The compound (1.58 g) of Example 25 was dissolved into ethanol (15 ml), and, after adding IN aqueous solution of sodium hydroxide (5 ml), the mixture was stirred for 1 hour at room temperature. water was added to the reaction liquor, then 10% hydrochloric acid was added to make pH 3, which was extracted with methylene chloride. After the organic layer was dried over anhydrous sodium sulfate, solvent was distilled off under reduced pressure to obtain aimed product (1.50 g) as colorless powder. The reactants are CC1=CC=2N=C3N(C(C2S1)=O)C=C(C=C3)C(=O)N (2-methyl-10-oxo-10H-pyrido[1,2-a]thieno[3,2-d]pyrimidine-7-carboxamide), P(=O)(Cl)(Cl)Cl (phosphorus oxychloride), C(Cl)(Cl)Cl (chloroform). Solvent: N1=CC=CC=C1 (pyridine). Yields the product CC1=CC=2N=C3N(C(C2S1)=O)C=C(C=C3)C#N (2-methyl-10-oxo-10H-pyrido[1,2-a]thieno[3,2-d]pyrimidine-7-carbonitrile). Reaction SMILES: [CH3:1][C:2]1[S:10][C:9]2[C:8](=[O:11])[N:7]3[CH:12]=[C:13]([C:16]([NH2:18])=O)[CH:14]=[CH:15][C:6]3=[N:5][C:4]=2[CH:3]=1.P(Cl)(Cl)(Cl)=O.C(Cl)(Cl)Cl>N1C=CC=CC=1>[CH3:1][C:2]1[S:10][C:9]2[C:8](=[O:11])[N:7]3[CH:12]=[C:13]([C:16]#[N:18])[CH:14]=[CH:15][C:6]3=[N:5][C:4]=2[CH:3]=1. Reported procedure: 2-Methyl-10-oxo-10H-pyrido[1,2-a]thieno[3,2-d]pyrimidine-7-carboxamide (Example 44), 0.6 g (0.0023 mol), in 10 ml of pyridine, 25 ml of phosphorus oxychloride and 25 ml of chloroform is refluxed on a steam bath for three hours. The solvents are evaporated in vacuo and the residue is treated with 100 ml of ice water. The resulting precipitate is filtered to give 0.5 g of 2-methyl-10-oxo-10H-pyrido[1,2-a]thieno[3,2-d]pyrimidine-7-carbonitrile; mp 258°-259° C. after recrystallization from methanol.